From a dataset of the Open Reaction Database (ORD), a public repository of structured organic reaction records. describe an organic reaction: reactants, conditions, products, and yield Starting materials: Cc1c(C=O)sc2ccccc12, ClCCl, CC(C)(C)OC(=O)N1CCNCC1. The product is Cc1c(CN2CCN(C(=O)OC(C)(C)C)CC2)sc2ccccc12. Reaction SMILES: [CH3:1][c:2]1[c:3]2[c:4]([s:5][c:6]1[CH:7]=[O:8])[cH:9][cH:10][cH:11][cH:12]2.[Cl:26][CH2:27][Cl:28].[N:13]1([C:19](=[O:20])[O:21][C:22]([CH3:23])([CH3:24])[CH3:25])[CH2:14][CH2:15][NH:16][CH2:17][CH2:18]1>>[CH3:1][c:2]1[c:3]2[c:4]([s:5][c:6]1[CH2:7][N:16]1[CH2:15][CH2:14][N:13]([C:19](=[O:20])[O:21][C:22]([CH3:23])([CH3:24])[CH3:25])[CH2:18][CH2:17]1)[cH:9][cH:10][cH:11][cH:12]2. Starting materials: COC1=CC=C(C(=O)NC=2C(=CC=CC2)NC(=O)C2CCNCC2)C=C1 (N1-(4-methoxybenzoyl)-N2-(piperidin-4-ylcarbonyl)-1,2-benzenediamine), ClC1=C(C=O)C=CC(=C1)O (2-chloro-4-hydroxybenzaldehyde). The product is COC1=CC=C(C(=O)NC=2C(=CC=CC2)NC(=O)C2CCN(CC2)CC2=C(C=C(C=C2)O)Cl)C=C1 (N1-(4-Methoxybenzoyl)-N2-[1-(2-chloro-4-hydroxybenzyl)piperidin-4-ylcarbonyl]-1,2-benzenediamine). Reaction SMILES: [CH3:1][O:2][C:3]1[CH:26]=[CH:25][C:6]([C:7]([NH:9][C:10]2[C:11]([NH:16][C:17]([CH:19]3[CH2:24][CH2:23][NH:22][CH2:21][CH2:20]3)=[O:18])=[CH:12][CH:13]=[CH:14][CH:15]=2)=[O:8])=[CH:5][CH:4]=1.[Cl:27][C:28]1[CH:35]=[C:34]([OH:36])[CH:33]=[CH:32][C:29]=1[CH:30]=O>>[CH3:1][O:2][C:3]1[CH:4]=[CH:5][C:6]([C:7]([NH:9][C:10]2[C:11]([NH:16][C:17]([CH:19]3[CH2:20][CH2:21][N:22]([CH2:30][C:29]4[CH:32]=[CH:33][C:34]([OH:36])=[CH:35][C:28]=4[Cl:27])[CH2:23][CH2:24]3)=[O:18])=[CH:12][CH:13]=[CH:14][CH:15]=2)=[O:8])=[CH:25][CH:26]=1. Reported procedure: Using the general procedure described in Example 3, N1-(4-methoxybenzoyl)-N2-(piperidin-4-ylcarbonyl)-1,2-benzenediamine (0.045 mmol) was reacted with 2-chloro-4-hydroxybenzaldehyde to provide 22 mg of the title product as the free base. Treatment with hydrochloric acid and concentration in vacuo yielded the salt of the title compound. The reactants are Cc1ccc(S(=O)(=O)N(CCCN(C)C(=O)CCc2ccc(C#N)cc2)c2ccccc2)cc1, NCCN, S. Product: Cc1ccc(S(=O)(=O)N(CCCN(C)C(=O)CCc2ccc(C3=NCCN3)cc2)c2ccccc2)cc1. As a reaction SMILES: [C:1](#[N:2])[c:3]1[cH:4][cH:5][c:6]([CH2:9][CH2:10][C:11](=[O:12])[N:13]([CH2:14][CH2:15][CH2:16][N:17]([S:18](=[O:19])(=[O:20])[c:21]2[cH:22][cH:23][c:24]([CH3:27])[cH:25][cH:26]2)[c:28]2[cH:29][cH:30][cH:31][cH:32][cH:33]2)[CH3:34])[cH:7][cH:8]1.[NH2:36][CH2:37][CH2:38][NH2:39].[S:35]>>[C:1]1([c:3]2[cH:4][cH:5][c:6]([CH2:9][CH2:10][C:11](=[O:12])[N:13]([CH2:14][CH2:15][CH2:16][N:17]([S:18](=[O:19])(=[O:20])[c:21]3[cH:22][cH:23][c:24]([CH3:27])[cH:25][cH:26]3)[c:28]3[cH:29][cH:30][cH:31][cH:32][cH:33]3)[CH3:34])[cH:7][cH:8]2)=[N:36][CH2:37][CH2:38][NH:2]1.